describe an organic reaction: reactants, conditions, products, and yield From a dataset of the Open Reaction Database (ORD), a public repository of structured organic reaction records. The reactants are ClC=1C=C(C(=O)O)C=C(C1OC)C(F)(F)F (3-chloro-4-methoxy-5-trifluoromethylbenzoic acid), C1(=CC=CC=C1)C (toluene), S(=O)(Cl)Cl (thionyl chloride). Run in CN(C=O)C (N,N-dimethylformamide). Conditions: temperature 60 celsius, time 16 hour. The product is ClC=1C=C(C(=O)Cl)C=C(C1OC)C(F)(F)F (3-chloro-4-methoxy-5-trifluoromethylbenzoyl chloride). RXN SMILES: [Cl:1][C:2]1[CH:3]=[C:4]([CH:8]=[C:9]([C:13]([F:16])([F:15])[F:14])[C:10]=1[O:11][CH3:12])[C:5](O)=[O:6].C1(C)C=CC=CC=1.S(Cl)([Cl:26])=O>CN(C)C=O>[Cl:1][C:2]1[CH:3]=[C:4]([CH:8]=[C:9]([C:13]([F:16])([F:15])[F:14])[C:10]=1[O:11][CH3:12])[C:5]([Cl:26])=[O:6]. Reported procedure: To 3-chloro-4-methoxy-5-trifluoromethylbenzoic acid (300 mg), toluene (3 mL), N,N-dimethylformamide (1 droplet) and thionyl chloride (0.13 mL) were added, and the mixture was stirred at 60° C. for 16 hours. The solvent was distilled off under reduced pressure and the obtained residue was azeotroped with toluene and used for the synthesis of (e).